From a dataset of the Open Reaction Database (ORD), a public repository of structured organic reaction records. describe an organic reaction: reactants, conditions, products, and yield The reactants are ClC1=C(N)C=CC(=C1)OC1=NC=NC2=CC(=C(C=C12)OC)OC (2-Chloro-4-[(6,7-dimethoxy-4-quinazolinyl)oxy]-aniline), ClC(Cl)(OC(OC(Cl)(Cl)Cl)=O)Cl (triphosgene), C([O-])(O)=O.[Na+] (sodium bicarbonate), C1(=CC=CC=C1)CCCO (3-phenyl-1-propanol). Run in C(C)N(CC)CC (triethylamine), C1(=CC=CC=C1)C (toluene), C(Cl)Cl (methylene chloride). Product: ClC1=C(C=CC(=C1)OC1=NC=NC2=CC(=C(C=C12)OC)OC)NC(OCCCC1=CC=CC=C1)=O (3-Phenylpropyl N-{2-chloro-4-[(6,7-dimethoxy-4-quinazolinyl)oxy]phenyl}carbamate). Yield: 56.4%. RXN SMILES: [Cl:1][C:2]1[CH:8]=[C:7]([O:9][C:10]2[C:19]3[C:14](=[CH:15][C:16]([O:22][CH3:23])=[C:17]([O:20][CH3:21])[CH:18]=3)[N:13]=[CH:12][N:11]=2)[CH:6]=[CH:5][C:3]=1[NH2:4].Cl[C:25](Cl)([O:27][C:28](=[O:34])OC(Cl)(Cl)Cl)Cl.[C:36]1([CH2:42][CH2:43]CO)[CH:41]=[CH:40][CH:39]=[CH:38][CH:37]=1.C(=O)(O)[O-].[Na+]>C(Cl)Cl.C(N(CC)CC)C.C1(C)C=CC=CC=1>[Cl:1][C:2]1[CH:8]=[C:7]([O:9][C:10]2[C:19]3[C:14](=[CH:15][C:16]([O:22][CH3:23])=[C:17]([O:20][CH3:21])[CH:18]=3)[N:13]=[CH:12][N:11]=2)[CH:6]=[CH:5][C:3]=1[NH:4][C:28](=[O:34])[O:27][CH2:25][CH2:43][CH2:42][C:36]1[CH:41]=[CH:40][CH:39]=[CH:38][CH:37]=1 |f:3.4|. Procedure details: 2-Chloro-4-[(6,7-dimethoxy-4-quinazolinyl)oxy]-aniline (50 mg) was added to toluene (5 ml), and triethylamine (0.5 ml), and the mixture was heated under reflux to prepare a solution. A solution of triphosgene (68 mg) in methylene chloride was then added thereto, and the mixture was heated under reflux for 10 min. Next, 3-phenyl-1-propanol (31 mg) was added thereto, and the mixture was further stirred with heating under reflux for 3 hr. A saturated aqueous sodium bicarbonate solution was added to... Reactants: [N+](=O)([O-])C1=C(C=CC=C1)N=NC1=C(C=CC(=C1)C)O (2-nitro-2'-hydroxy-5'-methyl-azobenzene), NCCCN (1,3-diaminopropane), O (water). The reagents and catalysts are [Cu].II.CC(=O)O (copper II-acetate). Run in C=1(C(=CC=CC1)C)C (xylene). Product: crude product, OC1=C(C=C(C=C1)C)N1N=C2C(=N1)C=CC=C2 (2-(2'-hydroxy-5'-methylphenyl)-benzotriazole). Reaction SMILES: NCCCN.O.[N+:7]([C:10]1[CH:15]=[CH:14][CH:13]=[CH:12][C:11]=1[N:16]=[N:17][C:18]1[CH:23]=[C:22]([CH3:24])[CH:21]=[CH:20][C:19]=1[OH:25])([O-])=O>C1(C)C(C)=CC=CC=1.[Cu].II.CC(O)=O>[OH:25][C:19]1[CH:20]=[CH:21][C:22]([CH3:24])=[CH:23][C:18]=1[N:17]1[N:16]=[C:11]2[CH:12]=[CH:13][CH:14]=[CH:15][C:10]2=[N:7]1 |f:4.5.6|. Procedure: 11.6 g of 1,3-diaminopropane (0.16 mol) and 2 g of copper-II-acetate (0.01 mol) are placed into 50 ml of water and the whole is heated, with the exclusion of air and with stirring, to 85°-90° C. A solution of 10 g of 2-nitro-2'-hydroxy-5'-methyl-azobenzene (0.04 mol) in 100 ml of xylene heated to 60° C. is then added, and after 20 hours the reaction mixture is cooled to room temperature. The aqueous phase is separated, and the organic phase is extracted with aqueous hydrochloric acid, and then w...